From a dataset of the Open Reaction Database (ORD), a public repository of structured organic reaction records. describe an organic reaction: reactants, conditions, products, and yield Starting materials: C(C)(C)(C)C1=NN=C(S1)NC(CC(=O)C)=O (N-(5-tert-butyl-1,3,4-thiadiazol-2-yl)acetoacetamide), BrBr (bromine). The solvent is C(C)(=O)O (acetic acid), C(C)(=O)O (acetic acid). Conditions: time 8 hour. Yields the product C(C)(C)(C)C1=NN=C(S1)NC(CC(=O)CBr)=O (N-(5-tert-butyl-1,3,4-thiadiazol-2-yl)-4-bromoacetoacetamide). Isolated yield 46.6%. Reaction SMILES: [C:1]([C:5]1[S:9][C:8]([NH:10][C:11](=[O:16])[CH2:12][C:13]([CH3:15])=[O:14])=[N:7][N:6]=1)([CH3:4])([CH3:3])[CH3:2].[Br:17]Br>C(O)(=O)C>[C:1]([C:5]1[S:9][C:8]([NH:10][C:11](=[O:16])[CH2:12][C:13]([CH2:15][Br:17])=[O:14])=[N:7][N:6]=1)([CH3:4])([CH3:2])[CH3:3]. Procedure: A reaction flask was charged with 14.3 g (0.059 mole) of N-(5-tert-butyl-1,3,4-thiadiazol-2-yl)acetoacetamide dissolved in 230 ml of acetic acid. With efficient stirring, there was added dropwise 9.4 g (0.059 mole) of bromine dissolved in 55 ml of acetic acid while controlling the temperature at 20°-25°. The reaction solution was allowed to stir overnight at ambient temperature. On the following morning a sample of the precipitated solids was withdrawn. By N.M.R. analysis, the material was deter... The reactants are COC(=O)C(CN(c1ccccc1)c1ccccc1)N(C(=O)OC(C)(C)C)C(=O)c1ccccc1, C[O-], C[O-], CO, [Mg+2]. The product is COC(=O)C(CN(c1ccccc1)c1ccccc1)NC(=O)OC(C)(C)C. Reaction SMILES: [C:1](=[O:2])([c:3]1[cH:4][cH:5][cH:6][cH:7][cH:8]1)[N:9]([CH:10]([C:11](=[O:12])[O:13][CH3:14])[CH2:15][N:16]([c:17]1[cH:18][cH:19][cH:20][cH:21][cH:22]1)[c:23]1[cH:24][cH:25][cH:26][cH:27][cH:28]1)[C:29](=[O:30])[O:31][C:32]([CH3:33])([CH3:34])[CH3:35].[CH3:36][O-:37].[CH3:39][O-:40].[CH3:41][OH:42].[Mg+2:38]>>[NH:9]([CH:10]([C:11](=[O:12])[O:13][CH3:14])[CH2:15][N:16]([c:17]1[cH:18][cH:19][cH:20][cH:21][cH:22]1)[c:23]1[cH:24][cH:25][cH:26][cH:27][cH:28]1)[C:29](=[O:30])[O:31][C:32]([CH3:33])([CH3:34])[CH3:35].